Task: describe an organic reaction: reactants, conditions, products, and yield. Dataset: the Open Reaction Database (ORD), a public repository of structured organic reaction records The reactants are C(CCCCCCCCCCC)O (dodecan-1-ol), Cl (hydrogen chloride), S1C(=NC2=C1C=CC=C2)SCC(CC(=O)O)C(=O)O (3-(benzothiazol-2-ylthio)-propane-1,2-dicarboxylic acid). Run at time 4 hour. The product is S1C(=NC2=C1C=CC=C2)SCC(CC(=O)OCCCCCCCCCCCC)C(=O)OCCCCCCCCCCCC (di-dodecyl 3-(benzothiazol-2-ylthio)-propane-1,2-dicarboxylate). RXN SMILES: [CH2:1]([OH:13])[CH2:2][CH2:3][CH2:4][CH2:5][CH2:6][CH2:7][CH2:8][CH2:9][CH2:10][CH2:11][CH3:12].Cl.[S:15]1[C:19]2[CH:20]=[CH:21][CH:22]=[CH:23][C:18]=2[N:17]=[C:16]1[S:24][CH2:25][CH:26]([C:31]([OH:33])=[O:32])[CH2:27][C:28]([OH:30])=O>>[S:15]1[C:19]2[CH:20]=[CH:21][CH:22]=[CH:23][C:18]=2[N:17]=[C:16]1[S:24][CH2:25][CH:26]([C:31]([O:33][CH2:12][CH2:11][CH2:10][CH2:9][CH2:8][CH2:7][CH2:6][CH2:5][CH2:4][CH2:3][CH2:2][CH3:1])=[O:32])[CH2:27][C:28]([O:13][CH2:1][CH2:2][CH2:3][CH2:4][CH2:5][CH2:6][CH2:7][CH2:8][CH2:9][CH2:10][CH2:11][CH3:12])=[O:30]. Reported procedure: 125 parts of dodecan-1-ol are saturated with dry hydrogen chloride gas at room temperature. 13.5 parts of 3-(benzothiazol-2-ylthio)-propane-1,2-dicarboxylic acid are then added and the mixture heated to 85°. The resulting solution is stirred for 4 hours at 85°. Excess dodecan-1-ol is removed by heating at 90° under a vacuum of 0.01 mm Hg to give di-dodecyl 3-(benzothiazol-2-ylthio)-propane-1,2-dicarboxylate as a yellow liquid. Reactants: NC=1NC(N=C(N1)C#N)=O (2-amino-4-cyano-6-oxo-1,3,5-triazine), P(=O)(Cl)(Cl)Cl (phosphoryl trichloride), C([O-])([O-])=O.[Na+].[Na+] (sodium carbonate). The product is NC1=NC(=NC(=N1)Cl)C#N (2-Amino-4-chloro-6-cyano-[1,3,5]triazine). RXN SMILES: [NH2:1][C:2]1[NH:3][C:4](=O)[N:5]=[C:6]([C:8]#[N:9])[N:7]=1.P(Cl)(Cl)([Cl:13])=O.C(=O)([O-])[O-].[Na+].[Na+]>>[NH2:1][C:2]1[N:3]=[C:4]([Cl:13])[N:5]=[C:6]([C:8]#[N:9])[N:7]=1 |f:2.3.4|. Procedure: To 2-amino-4-cyano-6-oxo-1,3,5-triazine (J. Am. Chem. Soc., 1961, 83, 1261-2, 2.30 g, 16.8 mmol) was added phosphoryl trichloride (50 mL, 547 mmol) and the mixture heated at 90 C for 2 h. The reaction mixture was cooled to room temperature before pouring onto ice-water (250 mL) and basifying to pH 8 with solid sodium carbonate. The mixture was then extracted into DCM (3×250 mL) and the combined organics were dried over anhydrous sodium sulfate and concentrated under reduced pressure to afford th... Reactants: O=C1CCC(=O)N1Br, ClC(Cl)(Cl)Cl, CCc1ccc(OCc2ccccc2)cc1OCCCC#N, ClCCl. Product: CCc1cc(Br)c(OCc2ccccc2)cc1OCCCC#N. RXN SMILES: [Br:28][N:29]1[C:30](=[O:31])[CH2:32][CH2:33][C:34]1=[O:35].[C:1]([Cl:2])([Cl:3])([Cl:4])[Cl:5].[CH2:6]([c:7]1[cH:8][cH:9][cH:10][cH:11][cH:12]1)[O:13][c:14]1[cH:15][c:16]([O:22][CH2:23][CH2:24][CH2:25][C:26]#[N:27])[c:17]([CH2:20][CH3:21])[cH:18][cH:19]1.[Cl:36][CH2:37][Cl:38]>>[CH2:6]([c:7]1[cH:8][cH:9][cH:10][cH:11][cH:12]1)[O:13][c:14]1[cH:15][c:16]([O:22][CH2:23][CH2:24][CH2:25][C:26]#[N:27])[c:17]([CH2:20][CH3:21])[cH:18][c:19]1[Br:28].